The task is: describe an organic reaction: reactants, conditions, products, and yield. This data is from the Open Reaction Database (ORD), a public repository of structured organic reaction records. Reactants: C(Br)(Br)(Br)Br (carbon tetrabromide), C(C)(C)(C)OC(=O)NCCCO (3-[(tert-butoxycarbonyl)-amino]-1-propanol). The solvent is C(C)#N (acetonitrile), O1CCCC1 (tetrahydrofuran), C1(=CC=CC=C1)P(C1=CC=CC=C1)C1=CC=CC=C1 (triphenyl phosphine). Reaction conditions: time 15 hour. Yields the product C(C)(C)(C)OC(=O)NCCCBr (3-[(tert-butoxycarbonyl)-amino]-1-bromopropane). Isolated yield 76.9%. As a reaction SMILES: [C:1]([Br:5])(Br)(Br)Br.[C:6]([O:10][C:11]([NH:13][CH2:14][CH2:15]CO)=[O:12])([CH3:9])([CH3:8])[CH3:7]>C(#N)C.O1CCCC1.C1(P(C2C=CC=CC=2)C2C=CC=CC=2)C=CC=CC=1>[C:6]([O:10][C:11]([NH:13][CH2:14][CH2:15][CH2:1][Br:5])=[O:12])([CH3:9])([CH3:8])[CH3:7]. Procedure details: 25 g of carbon tetrabromide in solution in 50 ml of acetonitrile were slowly added at a temperature between 20° and 25° C. to a solution of 9 g of the product of Step A in 120 ml of tetrahydrofuran and 19.7 g of triphenyl phosphine. After stirring for 15 hours, the insoluble part was filtered off and the filtrate was concentrated to dryness under reduced pressure. The 45 g of residue were chromatographed on silica (eluant: hexane-ethyl acetate (8-2)) to obtain 9.4 g of the expected product melti... The reactants are O (water), COC(CC1=C(CC2=CC(=C(C=C12)F)F)C)=O (5,6-difluoro-2-methylindene-3-acetic acid methyl ester), O (water), COC=1C=C(C=O)C=C(C1OC)OC (3,4,5-trimethoxy-benzaldehyde). Run in N1=CC=CC=C1 (pyridine). Conditions: time 8 hour. The product is FC=1C=C2C(=C(C(C2=CC1F)=CC1=CC(=C(C(=C1)OC)OC)OC)C)CC(=O)O (5,6-difluoro-2-methyl-1-(3,4,5-trimethoxy-benzylidene)indene-3-acetic acid). As a reaction SMILES: C[O:2][C:3](=[O:17])[CH2:4][C:5]1[C:13]2[C:8](=[CH:9][C:10]([F:15])=[C:11]([F:14])[CH:12]=2)[CH2:7][C:6]=1[CH3:16].[CH3:18][O:19][C:20]1[CH:21]=[C:22]([CH:25]=[C:26]([O:30][CH3:31])[C:27]=1[O:28][CH3:29])[CH:23]=O.O>N1C=CC=CC=1>[F:14][C:11]1[CH:12]=[C:13]2[C:8](=[CH:9][C:10]=1[F:15])[C:7](=[CH:23][C:22]1[CH:21]=[C:20]([O:19][CH3:18])[C:27]([O:28][CH3:29])=[C:26]([O:30][CH3:31])[CH:25]=1)[C:6]([CH3:16])=[C:5]2[CH2:4][C:3]([OH:17])=[O:2]. Procedure: 1.19 g (5.0 mmol) of 5,6-difluoro-2-methylindene-3-acetic acid methyl ester is dissolved in 10 ml of dry pyridine followed by 0.98 g (5.0 mmol) of 3,4,5-trimethoxy-benzaldehyde. The flask is placed under nitrogen, and 5.0 g (5.1 mol) of Triton B is added. The deeply colored solution is allowed to stand overnight, and then water (2 ml) is added. After standing for 15 minutes, it is poured into an excess of water. The organics are extracted with ether (2×50 ml). The aqueous phase is added to 10% H... Starting materials: [C-]#N, C1CCNCC1, Cl, [K+], O=C1CCCCC1, O. Product: N#CC1(N2CCCCC2)CCCCC1. Reaction SMILES: [C-:15]#[N:16].[CH2:1]1[CH2:2][CH2:3][NH:4][CH2:5][CH2:6]1.[ClH:7].[K+:17].[O:8]=[C:9]1[CH2:10][CH2:11][CH2:12][CH2:13][CH2:14]1.[OH2:18]>>[CH2:1]1[CH2:2][CH2:3][N:4]([C:9]2([C:15]#[N:16])[CH2:10][CH2:11][CH2:12][CH2:13][CH2:14]2)[CH2:5][CH2:6]1. The reactants are C(C1=CC=CC=C1)N1C(=CC2=NC(=CC=C21)N(NC(=O)OC(C)(C)C)C(=O)OC(C)(C)C)C=2C=NN(C2)C2OCCCC2 (di-tert-butyl 1-{1-benzyl-2-[1-(tetrahydro-2H-pyran-2-yl)-1H-pyrazol-4-yl]-1H-pyrrolo[3,2-b]pyridin-5-yl}hydrazine-1,2-dicarboxylate), CC(=O)O (AcOH). The product is C(C1=CC=CC=C1)N1C(=CC2=C1C=CC=1N2C(=NN1)C)C=1C=NNC1 (6-benzyl-1-methyl-7-(1H-pyrazol-4-yl)-6H-pyrrolo[2,3-e][1,2,4]triazolo[4,3-a]pyridine). RXN SMILES: [CH2:1]([N:8]1[C:16]2[C:11](=[N:12][C:13]([N:17](C(OC(C)(C)C)=O)[NH:18]C(OC(C)(C)C)=O)=[CH:14][CH:15]=2)[CH:10]=[C:9]1[C:33]1[CH:34]=[N:35][N:36](C2CCCCO2)[CH:37]=1)[C:2]1[CH:7]=[CH:6][CH:5]=[CH:4][CH:3]=1.[CH3:44][C:45](O)=O>>[CH2:1]([N:8]1[C:16]2[CH:15]=[CH:14][C:13]3[N:12]([C:44]([CH3:45])=[N:18][N:17]=3)[C:11]=2[CH:10]=[C:9]1[C:33]1[CH:34]=[N:35][NH:36][CH:37]=1)[C:2]1[CH:7]=[CH:6][CH:5]=[CH:4][CH:3]=1. Reported procedure: di-tert-Butyl 1-{1-benzyl-2-[1-(tetrahydro-2H-pyran-2-yl)-1H-pyrazol-4-yl]-1H-pyrrolo[3,2-b]pyridin-5-yl}hydrazine-1,2-dicarboxylate (68 mg, 0.12 mmol, from Step 2) in AcOH (4 mL) was heated in the microwave to 180° C. for 9 minutes. The acetic acid was removed in vacuo, and the residue was reconstituted in MeOH and purified via preparative HPLC-MS (C18 eluting with a gradient of MeCN and H2O containing 0.15% NH4OH). Yield: (17 mg, 45%).